Dataset: the Open Reaction Database (ORD), a public repository of structured organic reaction records. Task: describe an organic reaction: reactants, conditions, products, and yield Reactants: ClC1=C(C=CC2=C1C(N(CC=1N2C=NC1C(=O)OCC)C)=O)F (ethyl 7-chloro-8-fluoro-5,6-dihydro-5-methyl-6-oxo-4H-imidazo[1,5-a][1,4]benzodiazepine-3-carboxylate), Cl (hydrochloric acid), [OH-].[Na+] (sodium hydroxide). Run in C(C)O (ethanol), O (water). The product is ClC1=C(C=CC2=C1C(NCC=1N2C=NC1C(=O)O)=O)F (7-chloro-8-fluoro-5,6-dihydro-6-oxo-4H-imidazo[1,5-a][1,4]benzodiazepine-3-carboxylic acid). RXN SMILES: [Cl:1][C:2]1[C:7]2[C:8](=[O:22])[N:9](C)[CH2:10][C:11]3[N:12]([CH:13]=[N:14][C:15]=3[C:16]([O:18]CC)=[O:17])[C:6]=2[CH:5]=[CH:4][C:3]=1[F:23].[OH-].[Na+].Cl>C(O)C.O>[Cl:1][C:2]1[C:7]2[C:8](=[O:22])[NH:9][CH2:10][C:11]3[N:12]([CH:13]=[N:14][C:15]=3[C:16]([OH:18])=[O:17])[C:6]=2[CH:5]=[CH:4][C:3]=1[F:23] |f:1.2|. Reported procedure: 14.55 g (43 mmol) of ethyl 7-chloro-8-fluoro-5,6-dihydro-5-methyl-6-oxo-4H-imidazo[1,5-a][1,4]benzodiazepine-3-carboxylate was heated to boiling under reflux for 15 minutes with 1.90 g (45.7 mmol) of sodium hydroxide in 80 ml of ethanol and 30 ml of water. The reaction mixture was then cooled and treated with 10.4 ml of 4N hydrochloric acid. By suction filtering the suspension obtained and drying the product there was obtained 7-chloro-8-fluoro-5,6-dihydro-6-oxo-4H-imidazo[1,5-a][1,4]benzodiazep...